Dataset: the Open Reaction Database (ORD), a public repository of structured organic reaction records. Task: describe an organic reaction: reactants, conditions, products, and yield Starting materials: CCCCc1nc(Cl)c(CC(=O)OC)n1Cc1ccc([N+](=O)[O-])cc1, CC(=O)O, CO, [Fe]. Product: CCCCc1nc(Cl)c(CC(=O)OC)n1Cc1ccc(N)cc1. RXN SMILES: [CH2:1]([CH2:2][CH2:3][CH3:4])[c:5]1[n:6]([CH2:16][c:17]2[cH:18][cH:19][c:20]([N+:23]([O-:24])=[O:25])[cH:21][cH:22]2)[c:7]([CH2:11][C:12](=[O:13])[O:14][CH3:15])[c:8]([Cl:10])[n:9]1.[CH3:26][C:27](=[O:28])[OH:29].[CH3:31][OH:32].[Fe:30]>>[CH2:1]([CH2:2][CH2:3][CH3:4])[c:5]1[n:6]([CH2:16][c:17]2[cH:18][cH:19][c:20]([NH2:23])[cH:21][cH:22]2)[c:7]([CH2:11][C:12](=[O:13])[O:14][CH3:15])[c:8]([Cl:10])[n:9]1. Reactants: CC1(OCCO1)C1=CC=C(O1)CN1N=C(C=C1)N (1-[5-(2-methyl-[1,3]dioxolan-2-yl)-furan-2-ylmethyl]-1H-pyrazol-3-ylamine), ClC1=C(C=CC(=C1)Cl)/C=C/C(=O)O ((E)-3-(2,4-dichloro-phenyl)-acrylic acid). Yields the product C(C)(=O)C1=CC=C(O1)CN1N=C(C=C1)NC(\C=C\C1=C(C=C(C=C1)Cl)Cl)=O ((E)-N-[1-(5-Acetyl-furan-2-ylmethyl)-1H-pyrazol-3-yl]-3-(2,4-dichloro-phenyl)-acrylamide). As a reaction SMILES: [CH3:1][C:2]1([C:7]2[O:11][C:10]([CH2:12][N:13]3[CH:17]=[CH:16][C:15]([NH2:18])=[N:14]3)=[CH:9][CH:8]=2)[O:6]CCO1.[Cl:19][C:20]1[CH:25]=[C:24]([Cl:26])[CH:23]=[CH:22][C:21]=1/[CH:27]=[CH:28]/[C:29](O)=[O:30]>>[C:2]([C:7]1[O:11][C:10]([CH2:12][N:13]2[CH:17]=[CH:16][C:15]([NH:18][C:29](=[O:30])/[CH:28]=[CH:27]/[C:21]3[CH:22]=[CH:23][C:24]([Cl:26])=[CH:25][C:20]=3[Cl:19])=[N:14]2)=[CH:9][CH:8]=1)(=[O:6])[CH3:1]. Reported procedure: Following general procedure B followed by either C or D, starting from 1-[5-(2-methyl-[1,3]dioxolan-2-yl)-furan-2-ylmethyl]-1H-pyrazol-3-ylamine and (E)-3-(2,4-dichloro-phenyl)-acrylic acid. The reactants are C(C)(=O)OCC.CCCCCC (ethyl acetate hexane), C(C)(=O)OCC.CCCCCC (ethyl acetate hexane), C(C)(=O)OCC (ethyl acetate), C(C)OC(=O)N1C(C2=CC(=C(C=C2C(=C1)C=O)OCC1=CC=CC=C1)OC)CC1=CC(=CC=C1)OC (6-benzyloxy-4-formyl-7-methoxy-1-(3-methoxy-benzyl)-1H-isoquinoline-2-carboxylic acid ethyl ester), [OH-].[K+] (potassium hydroxide). Run in CO (methanol). Reaction conditions: time 14 hour. Yields the product C(C1=CC=CC=C1)OC=1C=C2C(=CN=C(C2=CC1OC)CC1=CC(=CC=C1)OC)C=O (6-benzyloxy-7-methoxy-1-(3-methoxy-benzyl)-isoquinoline-4-carbaldehyde). Isolated yield 42.7%. RXN SMILES: C(OC([N:6]1[CH:15]=[C:14]([CH:16]=[O:17])[C:13]2[C:8](=[CH:9][C:10]([O:26][CH3:27])=[C:11]([O:18][CH2:19][C:20]3[CH:25]=[CH:24][CH:23]=[CH:22][CH:21]=3)[CH:12]=2)[CH:7]1[CH2:28][C:29]1[CH:34]=[CH:33][CH:32]=[C:31]([O:35][CH3:36])[CH:30]=1)=O)C.[OH-].[K+].C(OCC)(=O)C.CCCCCC.C(OCC)(=O)C>CO>[CH2:19]([O:18][C:11]1[CH:12]=[C:13]2[C:8](=[CH:9][C:10]=1[O:26][CH3:27])[C:7]([CH2:28][C:29]1[CH:34]=[CH:33][CH:32]=[C:31]([O:35][CH3:36])[CH:30]=1)=[N:6][CH:15]=[C:14]2[CH:16]=[O:17])[C:20]1[CH:25]=[CH:24][CH:23]=[CH:22][CH:21]=1 |f:1.2,3.4|. Procedure: To a solution of 6-benzyloxy-4-formyl-7-methoxy-1-(3-methoxy-benzyl)-1H-isoquinoline-2-carboxylic acid ethyl ester (85 mg, 0.17 mmol) in methanol (3 mL) was added powdered potassium hydroxide (97.7 mg, 1.75 mmol) at room temperature. The mixture was stirred at room temperature for 14 hrs. The solvent was evaporated and the residue was diluted with water (20 mL). The aqueous phase was extracted with ethyl acetate (2×20 mL). The combined extracts were washed with saturated aqueous sodium chloride ... Reactants: ClC=1C=CC=2N(N1)C(=NN2)C=2C=C(C#N)C=CC2 (3-(6-chloro-1,2,4-triazolo[4,3-b]pyridazin-3-yl)benzonitrile), N1CCCCC1 (piperidine). Yields the product N1(CCCCC1)C=1C=CC=2N(N1)C(=NN2)C=2C=C(C#N)C=CC2 (3-[6-(piperidin-1-yl)-1,2,4-triazolo[4,3-b]pyridazin-3-yl)benzonitrile). RXN SMILES: Cl[C:2]1[CH:3]=[CH:4][C:5]2[N:6]([C:8]([C:11]3[CH:12]=[C:13]([CH:16]=[CH:17][CH:18]=3)[C:14]#[N:15])=[N:9][N:10]=2)[N:7]=1.[NH:19]1[CH2:24][CH2:23][CH2:22][CH2:21][CH2:20]1>>[N:19]1([C:2]2[CH:3]=[CH:4][C:5]3[N:6]([C:8]([C:11]4[CH:12]=[C:13]([CH:16]=[CH:17][CH:18]=4)[C:14]#[N:15])=[N:9][N:10]=3)[N:7]=2)[CH2:24][CH2:23][CH2:22][CH2:21][CH2:20]1. Procedure details: A mixture of 3-(6-chloro-1,2,4-triazolo[4,3-b]pyridazin-3-yl)benzonitrile (450 mg) and piperidine (5 ml) was stirred with heating under reflux for 2 hours. The reaction solution was concentrated under reduced pressure, and the resultant residue was extracted with chloroform. The extract was washed with saturated aqueous solution of ammonium chloride and brine, dried over anhydrous magnesium sulfate, and concentrated under reduced pressure. The resultant crude crystals were recrystallized from et...